The task is: describe an organic reaction: reactants, conditions, products, and yield. This data is from the Open Reaction Database (ORD), a public repository of structured organic reaction records. Starting materials: BrC=1C=CC=C2C=CC(=NC12)C (8-Bromo-2-methyl-quinoline), C1CC(=O)N(C1=O)Br (NBS), CC(C)(C#N)N=NC(C)(C)C#N (AIBN). The solvent is C(Cl)(Cl)(Cl)Cl (carbon tetrachloride). Yields the product BrC=1C=CC=C2C=CC(=NC12)CBr (8-Bromo-2-bromomethyl-quinoline). As a reaction SMILES: [Br:1][C:2]1[CH:3]=[CH:4][CH:5]=[C:6]2[C:11]=1[N:10]=[C:9]([CH3:12])[CH:8]=[CH:7]2.C1C(=O)N([Br:20])C(=O)C1.CC(N=NC(C#N)(C)C)(C#N)C>C(Cl)(Cl)(Cl)Cl>[Br:1][C:2]1[CH:3]=[CH:4][CH:5]=[C:6]2[C:11]=1[N:10]=[C:9]([CH2:12][Br:20])[CH:8]=[CH:7]2. Reported procedure: To a solution of 2 (2.5477 g, 11.47 mmol) in carbon tetrachloride (40 mL) was added NBS (2.2461 g, 12.62 mmol) and a little bit of AIBN followed by refluxing overnight under UV light. The mixture was filtered to remove the solid and concentrated to give a yellow solid. Purification by chromatography (hexanes/DCM 80:20) yielded a white solid.(1.33 g, 39%) 1H NMR (400 MHz CDCl3) δ8.16 (1H, d, J=8.4 Hz), 8.05 (1H, d, J=7.2 Hz), 7.78 (1H, d, J=7.6 Hz), 7.65 (1H, d, J=8.4 Hz), 7.41 (1H, t, J=7.6 Hz),... The reactants are C(CCCCCCC)OC1=C(C(=C(N)C=C1)F)F (4-octyloxy-2,3-difluoroaniline), amide, C(CC)C1=CC=C(C=O)C=C1 (4-propylbenzaldehyde), C1(=CC=C(C=C1)S(=O)(=O)O)C (p-toluenesulfonic acid), C1(=CC=CC=C1)C (toluene). Run in O (water). Product: C(CCCCCCC)OC1=C(C(=C(C=C1)N=CC1=CC=C(C=C1)CCC)F)F ((4 -octyloxy-2,3-difluorophenyl)-4-propylbenzylideneamine). As a reaction SMILES: [CH2:1]([O:9][C:10]1[CH:16]=[CH:15][C:13]([NH2:14])=[C:12]([F:17])[C:11]=1[F:18])[CH2:2][CH2:3][CH2:4][CH2:5][CH2:6][CH2:7][CH3:8].[CH2:19]([C:22]1[CH:29]=[CH:28][C:25]([CH:26]=O)=[CH:24][CH:23]=1)[CH2:20][CH3:21].C1(C)C=CC(S(O)(=O)=O)=CC=1.C1(C)C=CC=CC=1>O>[CH2:1]([O:9][C:10]1[CH:16]=[CH:15][C:13]([N:14]=[CH:26][C:25]2[CH:28]=[CH:29][C:22]([CH2:19][CH2:20][CH3:21])=[CH:23][CH:24]=2)=[C:12]([F:17])[C:11]=1[F:18])[CH2:2][CH2:3][CH2:4][CH2:5][CH2:6][CH2:7][CH3:8]. Reported procedure: A mixture of 0.1 mol of 4-octyloxy-2,3-difluoroaniline (prepared from the corresponding amide by a Hoffmann rearrangement), 0.1 mol of 0.1 mol of 4-propylbenzaldehyde, 0.01 mol of p-toluenesulfonic acid and 200 ml of toluene is heated at the boiling point for 2 hours using a water separator. Customary working up gives (4 -octyloxy-2,3-difluorophenyl)-4-propylbenzylideneamine.